From a dataset of the Open Reaction Database (ORD), a public repository of structured organic reaction records. describe an organic reaction: reactants, conditions, products, and yield Reactants: S(=O)(=O)(OCC)OCC (diethyl sulphate), CN(C=O)C (dimethylformamide), FC1=C(C=C(C=C1)N)[N+](=O)[O-] (4-fluoro-3-nitrophenylamine), C([O-])([O-])=O.[Ca+2] (calcium carbonate). Reaction conditions: temperature 65 celsius. The product is C(C)N(C1=CC(=C(C=C1)F)[N+](=O)[O-])CC (Diethyl(4-fluoro-3-nitrophenyl)amine). As a reaction SMILES: S(O[CH2:8][CH3:9])(OCC)(=O)=O.[F:10][C:11]1[CH:16]=[CH:15]C(N)=[CH:13][C:12]=1[N+:18]([O-:20])=[O:19].[C:21](=O)([O-])[O-].[Ca+2].[CH3:26][N:27]([CH3:30])C=O>>[CH2:26]([N:27]([CH2:8][CH3:9])[C:30]1[CH:15]=[CH:16][C:11]([F:10])=[C:12]([N+:18]([O-:20])=[O:19])[CH:13]=1)[CH3:21] |f:2.3|. Procedure details: 197 ml (1.5 mol) of diethyl sulphate were run, over 2 hours, with stirring, into a mixture, heated at 65° C., comprising 63.0 g (0.5 mol) of 4-fluoro-3-nitrophenylamine (RN 364-76-1) and 110 g of calcium carbonate in 150 ml of dimethylformamide and then the mixture was heated at 85° C.-90° C. for 2 hours.